This data is from the Open Reaction Database (ORD), a public repository of structured organic reaction records. The task is: describe an organic reaction: reactants, conditions, products, and yield Reactants: Cl (hydrochloric acid), C(C1=CN=CC=C1)(=O)OC (methyl nicotinate), C1CC(=O)OC1 (4 hydroxybutyric acid lactone), C[O-].[Na+] (sodium methoxide), C([O-])(O)=O.[Na+] (sodium bicarbonate). Solvent: O1CCOCC1 (dioxane). The product is ClC(C(=O)C=1C=NC=CC1)CC (chloro-1-(3-pyridinyl)-1-butanone), solid. Reaction SMILES: [C:1]([O:9]C)(=O)[C:2]1[CH:7]=[CH:6][CH:5]=[N:4][CH:3]=1.[CH2:11]1[CH2:16]OC(=O)[CH2:12]1.C[O-].[Na+].[ClH:20].C(=O)(O)[O-].[Na+]>O1CCOCC1>[Cl:20][CH:12]([CH2:11][CH3:16])[C:1]([C:2]1[CH:3]=[N:4][CH:5]=[CH:6][CH:7]=1)=[O:9] |f:2.3,5.6|. Procedure details: A solution of methyl nicotinate (59 g, 0.43 mol), 4 hydroxybutyric acid lactone (51.8 g, 0.602 mol), and sodium methoxide (70 g, 1.29 mol) in dioxane (500 mL) is refluxed for 1 hour and then cooled. Concentrated hydrochloric acid (650 mL) is added, and the reaction mixture is refluxed for 12 hours. The resulting solution is neutralized with solid sodium bicarbonate and extracted with chloroform. The organic phase is dried (sodium sulfate), and the solvent evaporated in vacuo. The residue is take...